From a dataset of the Open Reaction Database (ORD), a public repository of structured organic reaction records. describe an organic reaction: reactants, conditions, products, and yield Starting materials: C(=O)(OC(C)(C)C)N[C@@H](CC(C)C)C=O (BOC-leucinal), [BH4-].[Na+] (sodium borohydride). The solvent is CO (methanol). Run at time 15 minute. Product: C(=O)(OC(C)(C)C)N[C@@H](CC(C)C)CO (BOC-leucinol). Yield: 76.7%. As a reaction SMILES: [C:1]([NH:8][C@H:9]([CH:14]=[O:15])[CH2:10][CH:11]([CH3:13])[CH3:12])([O:3][C:4]([CH3:7])([CH3:6])[CH3:5])=[O:2].[BH4-].[Na+]>CO>[C:1]([NH:8][C@H:9]([CH2:14][OH:15])[CH2:10][CH:11]([CH3:12])[CH3:13])([O:3][C:4]([CH3:5])([CH3:7])[CH3:6])=[O:2] |f:1.2|. Reported procedure: To a solution of BOC-leucinal (168 mg, 0.780 mmol) in methanol (2 ml) cooled to 0° C., was added sodium borohydride (30 mg, 0.780 mmol). After stirring 15 min, the reaction was complete by TLC. The methanol was removed in vacuo and the resulting residue slurried with water and extracted with ether (3×). The combined ethereal extracts were washed with saturated NaCl (aq) (2×), dried over MgSO4, and filtered. The filtrate was stripped to dryness in vacuo to give 130 mg of BOC-leucinol as a colorle... Conditions: temperature 110 celsius, time 2 hour. The yield is 64.2%. Procedure: A mixture of N6-methylquinoxaline-5,6-diamine (1.14 g, 6.4 mmol) and 2-hydroxyacetic acid (486 mg, 6.4 mmol) was stirred at 110° C. for 2 h. Then the mixture was purified by silica gel column chromatography (eluting with DCM/MeOH v/v 30:1) to give (3-methyl-3H-imidazo[4,5-f]quinoxalin-2-yl)methanol as a yellow solid (880 mg, yield 39%). ESI MS: m/z 215.1 [M+H]+. Starting materials: CNC=1C(=C2N=CC=NC2=CC1)N (N6-methylquinoxaline-5,6-diamine), OCC(=O)O (2-hydroxyacetic acid). The product is CN1C(=NC2=C3N=CC=NC3=CC=C21)CO ((3-methyl-3H-imidazo[4,5-f]quinoxalin-2-yl)methanol). RXN SMILES: [CH3:1][NH:2][C:3]1[C:4]([NH2:13])=[C:5]2[C:10](=[CH:11][CH:12]=1)[N:9]=[CH:8][CH:7]=[N:6]2.[OH:14][CH2:15][C:16](O)=O>>[CH3:1][N:2]1[C:3]2[C:4](=[C:5]3[C:10](=[CH:11][CH:12]=2)[N:9]=[CH:8][CH:7]=[N:6]3)[N:13]=[C:16]1[CH2:15][OH:14]. Starting materials: Cl.N1=CC=CC=C1 (Pyridine hydrochloride), COC1=C2C(C(NC2=CC=C1)=O)(C)C (4-methoxy-3,3-dimethyl-1,3-dihydro-indol-2-one). Solvent: CCCCCC (hexane). Conditions: temperature 220 celsius, time 45 minute. Yields the product OC1=C2C(C(NC2=CC=C1)=O)(C)C (4-hydroxy-3,3-dimethyl-1,3-dihydro-indol-2-one). The yield is 68.9%. As a reaction SMILES: Cl.N1C=CC=CC=1.C[O:9][C:10]1[CH:18]=[CH:17][CH:16]=[C:15]2[C:11]=1[C:12]([CH3:21])([CH3:20])[C:13](=[O:19])[NH:14]2>CCCCCC>[OH:9][C:10]1[CH:18]=[CH:17][CH:16]=[C:15]2[C:11]=1[C:12]([CH3:21])([CH3:20])[C:13](=[O:19])[NH:14]2 |f:0.1|. Procedure details: Pyridine hydrochloride (51.10 g, 442.2 mmol) and 4-methoxy-3,3-dimethyl-1,3-dihydro-indol-2-one (21.61 g, 113.0 mmol) are combined and stirred in a melt at 220° C. for 45 minutes. Heating is removed and when the mixture cooled to 100° C., water (60 mL) is added, followed by ethyl acetate (150 mL) at 65° C. The layers are separated and the aqueous phase is extracted five times with ethyl acetate (50 mL). The combined organic layers are extracted first with a combination of aqueous hydrochloric ac... The product is CC(Oc1c(N)ncc2c(-c3csc(C=O)c3)coc12)c1c(Cl)ccc(F)c1Cl. As a reaction SMILES: [Br:1][c:2]1[cH:3][o:4][c:5]2[c:6]1[cH:7][n:8][c:9]([NH2:23])[c:10]2[O:11][CH:12]([CH3:13])[c:14]1[c:15]([Cl:22])[c:16]([F:21])[cH:17][cH:18][c:19]1[Cl:20].[C:34](=[O:35])([O-:36])[O-:37].[CH2:40]1[O:41][CH2:42][CH2:43][O:44][CH2:45]1.[CH:24](=[O:25])[c:26]1[s:27][cH:28][c:29]([B:31]([OH:32])[OH:33])[cH:30]1.[Cl:47][CH2:48][Cl:49].[K+:38].[K+:39].[OH2:46]>>[c:2]1(-[c:29]2[cH:28][s:27][c:26]([CH:24]=[O:25])[cH:30]2)[cH:3][o:4][c:5]2[c:6]1[cH:7][n:8][c:9]([NH2:23])[c:10]2[O:11][CH:12]([CH3:13])[c:14]1[c:15]([Cl:22])[c:16]([F:21])[cH:17][cH:18][c:19]1[Cl:20]. The reactants are CC(Oc1c(N)ncc2c(Br)coc12)c1c(Cl)ccc(F)c1Cl, O=C([O-])[O-], C1COCCO1, O=Cc1cc(B(O)O)cs1, ClCCl, [K+], [K+], O. Starting materials: CNOC, Cc1cccc(C)c1C(=O)NCCC(C)N1CCC(N(Cc2cccc(Cl)c2)c2ccc(C(=O)O)cc2)CC1, Cl. Yields the product CON(C)C(=O)c1ccc(N(Cc2cccc(Cl)c2)C2CCN(C(C)CCNC(=O)c3c(C)cccc3C)CC2)cc1. RXN SMILES: [CH3:41][NH:42][O:43][CH3:44].[Cl:1][c:2]1[cH:3][c:4]([CH2:5][N:6]([c:7]2[cH:8][cH:9][c:10]([C:11](=[O:12])[OH:13])[cH:14][cH:15]2)[CH:16]2[CH2:17][CH2:18][N:19]([CH:22]([CH2:23][CH2:24][NH:25][C:26]([c:27]3[c:28]([CH3:34])[cH:29][cH:30][cH:31][c:32]3[CH3:33])=[O:35])[CH3:36])[CH2:20][CH2:21]2)[cH:37][cH:38][cH:39]1.[ClH:40]>>[Cl:1][c:2]1[cH:3][c:4]([CH2:5][N:6]([c:7]2[cH:8][cH:9][c:10]([C:11](=[O:12])[N:42]([CH3:41])[O:43][CH3:44])[cH:14][cH:15]2)[CH:16]2[CH2:17][CH2:18][N:19]([CH:22]([CH2:23][CH2:24][NH:25][C:26]([c:27]3[c:28]([CH3:34])[cH:29][cH:30][cH:31][c:32]3[CH3:33])=[O:35])[CH3:36])[CH2:20][CH2:21]2)[cH:37][cH:38][cH:39]1. The reactants are CC(=O)NC1(c2ccccc2)CCN(C(Cc2cc(C(F)(F)F)cc(C(F)(F)F)c2)CC(CN)c2ccc(Cl)c(Cl)c2)CC1, CCN=C=NCCCN(C)C, CN1CCOCC1, O=CO, ClCCl, Cl, Cl, O. As a reaction SMILES: [C:16]([CH3:17])(=[O:18])[NH:19][C:20]1([c:54]2[cH:55][cH:56][cH:57][cH:58][cH:59]2)[CH2:21][CH2:22][N:23]([CH:26]([CH2:27][CH:28]([CH2:29][NH2:30])[c:31]2[cH:32][c:33]([Cl:38])[c:34]([Cl:37])[cH:35][cH:36]2)[CH2:39][c:40]2[cH:41][c:42]([C:50]([F:51])([F:52])[F:53])[cH:43][c:44]([C:46]([F:47])([F:48])[F:49])[cH:45]2)[CH2:24][CH2:25]1.[CH3:5][N:6]([CH3:7])[CH2:8][CH2:9][CH2:10][N:11]=[C:12]=[N:13][CH2:14][CH3:15].[CH3:60][N:61]1[CH2:62][CH2:63][O:64][CH2:65][CH2:66]1.[CH:1](=[O:2])[OH:3].[Cl:67][CH2:68][Cl:69].[ClH:4].[ClH:70].[OH2:71]>>[CH:1](=[O:3])[NH:30][CH2:29][CH:28]([CH2:27][CH:26]([N:23]1[CH2:22][CH2:21][C:20]([NH:19][C:16]([CH3:17])=[O:18])([c:54]2[cH:55][cH:56][cH:57][cH:58][cH:59]2)[CH2:25][CH2:24]1)[CH2:39][c:40]1[cH:41][c:42]([C:50]([F:51])([F:52])[F:53])[cH:43][c:44]([C:46]([F:47])([F:48])[F:49])[cH:45]1)[c:31]1[cH:32][c:33]([Cl:38])[c:34]([Cl:37])[cH:35][cH:36]1. The product is CC(=O)NC1(c2ccccc2)CCN(C(Cc2cc(C(F)(F)F)cc(C(F)(F)F)c2)CC(CNC=O)c2ccc(Cl)c(Cl)c2)CC1. Reactants: COC([C@H]1N(C[C@@H](C1)C#N)C(=O)OC(C)(C)C)=O (N-tert-butoxycarbonyl-trans-4-cyano-L-proline methyl ester). Reagents/catalysts: [Ni] (Ni). The solvent is C(C)O (ethanol). Run at time 21 hour. Product: COC([C@H]1N(C[C@@H](C1)CN)C(=O)OC(C)(C)C)=O (trans-4-Aminomethyl-N-tert-Butoxycarbonyl-L-Proline Methyl Ester). As a reaction SMILES: [CH3:1][O:2][C:3](=[O:18])[C@@H:4]1[CH2:8][C@@H:7]([C:9]#[N:10])[CH2:6][N:5]1[C:11]([O:13][C:14]([CH3:17])([CH3:16])[CH3:15])=[O:12]>C(O)C.[Ni]>[CH3:1][O:2][C:3](=[O:18])[C@@H:4]1[CH2:8][C@@H:7]([CH2:9][NH2:10])[CH2:6][N:5]1[C:11]([O:13][C:14]([CH3:16])([CH3:15])[CH3:17])=[O:12]. Procedure details: A mixture of N-tert-butoxycarbonyl-trans-4-cyano-L-proline methyl ester (A, 197 mg) and Raney-Ni (100 mg) in ethanol (6 mL) was stirred at room temperature for 21 hr under hydrogen. The catalysts were removed by filtration and washed with ethanol. The filtrate was evaporated in vacuo to give the title compound (204 mg).